Dataset: the Open Reaction Database (ORD), a public repository of structured organic reaction records. Task: describe an organic reaction: reactants, conditions, products, and yield The reactants are CC1=NC=C(N=C1)C (2,5-dimethylpyrazine), C1COS(=O)(=O)C1 (1,3-propane sultone). Run in C(C)(=O)OCC (ethyl acetate). Conditions: temperature 40 celsius. Product: S(=O)(=O)=CCCN1C(C=NC(=C1)C)C (1-(3-Sulfonylpropyl)-2,5-dimethylpyrazine). As a reaction SMILES: [CH3:1][C:2]1[CH:7]=[N:6][C:5]([CH3:8])=[CH:4][N:3]=1.[CH2:9]1[CH2:15][S:12](=O)(=[O:13])[O:11][CH2:10]1>C(OCC)(=O)C>[S:12](=[CH:15][CH2:9][CH2:10][N:3]1[CH:4]=[C:5]([CH3:8])[N:6]=[CH:7][CH:2]1[CH3:1])(=[O:13])=[O:11]. Procedure details: 6.0 g of 2,5-dimethylpyrazine (701) and 7.0 g of 1,3-propane sultone were dissolved in 10 ml of ethyl acetate and heated at 40° C. for 2 days. The resultant solid was then filtered and washed with ethyl acetate giving 7.9 g of product (700). It was recrystallized from propanol/water, m.p. 258°-9°. UV H2O max: 204 (3.94), 290 (3.85). 13C NMR: 159.25, S (C5); 152.47, D (C3); 146.91, S (C2); 136.88, D (C6); 57.84, T (NCH2); 47.94, T (CH2SO3-); 25.42, T (CH2); 21.49, Q, 17.16, Q (ArCH3). 1H NMR: 9.1... Reactants: ( 77 ), C(C(=O)OCC)(=O)OCC (diethyl oxalate), ClC=1C(=C(C=C(C1)Cl)N)N (3,5-dichloro-1,2-diaminobenzene), ( 19 ), ( 52 ), ( 59 ). The product is ClC1=C2NC(C(NC2=CC(=C1)Cl)=O)=O (5, 7-Dichloro-1,4-dihydro-2,3-quinoxalinedione). As a reaction SMILES: [C:1]([O:8]CC)(=O)[C:2]([O:4]CC)=O.[Cl:11][C:12]1[C:13]([NH2:20])=[C:14]([NH2:19])[CH:15]=[C:16]([Cl:18])[CH:17]=1>>[Cl:11][C:12]1[CH:17]=[C:16]([Cl:18])[CH:15]=[C:14]2[C:13]=1[NH:20][C:2](=[O:4])[C:1](=[O:8])[NH:19]2. Reported procedure: The title compound (Leeson, P. D. et al., J. Med. Chem 34: 1243 (1991)) was prepared using an adaptation of the method of Cheeseman. (Cheeseman, G. W. H. J. Chem. Soc. 1171 (1962)). A mixture of diethyl oxalate (4.12 g, 28.2 mmol) and 3,5-dichloro-1,2-diaminobenzene (500 mg, 2.82 mmol) was heated to reflux under N2 for 6 h. The reaction was allowed to cool to room temperature and the pale yellow shiny solid collected by vacuum filtration and rinsed with EtOH (20 mL) and air dried to give 286 mg ... Reactants: NC1=CC=C(C(=O)OC(C)(C)C)C=C1 (tert-butyl 4-aminobenzoate), BrC=1SC=CN1 (2-bromothiazole), Cl (HCl), O1CCOCC1 (1,4-dioxane). Run in C(C)(C)O (isopropanol). Reaction conditions: temperature 100 celsius. Product: S1C(=NC=C1)NC1=CC=C(C(=O)O)C=C1 (4-(Thiazol-2-ylamino)benzoic acid). The yield is 56.9%. Reaction SMILES: [NH2:1][C:2]1[CH:14]=[CH:13][C:5]([C:6]([O:8]C(C)(C)C)=[O:7])=[CH:4][CH:3]=1.Br[C:16]1[S:17][CH:18]=[CH:19][N:20]=1.Cl.O1CCOCC1>C(O)(C)C>[S:17]1[CH:18]=[CH:19][N:20]=[C:16]1[NH:1][C:2]1[CH:3]=[CH:4][C:5]([C:6]([OH:8])=[O:7])=[CH:13][CH:14]=1. Reported procedure: To a suspension of tert-butyl 4-aminobenzoate (1.93 g, 10 mmol) and 2-bromothiazole (1.2 g, 7.3 mmol) in isopropanol (60 mL) was added 4 N HCl solution in 1,4-dioxane (0.5 mL, 2 mmol). The mixture was refluxed at 100° C. for 50 h, and then allowed to cool to room temperature. The mixture was concentrated to one third of the initial volume. The resulting precipitate was isolated by filtration to yield the first crop of the title compound as a brown solid (915 mg). The mother liquor was dried in v... Reactants: CCOCC (Et2O), N1=CC(=CC=C1)CC(=O)Cl (pyridin-3-ylacetyl chloride), C1(CCCCC1)NC1=CC=CC=2N1N=C(N2)N (N5-cyclohexyl[1,2,4]triazolo[1,5-a]pyridine-2,5-diamine), N1=CC=CC=C1 (pyridine). The solvent is O (Water), C(Cl)Cl (DCM). Reaction conditions: temperature 55 celsius. Yields the product C1(CCCCC1)NC1=CC=CC=2N1N=C(N2)NC(CC=2C=NC=CC2)=O (N-[5-(cyclohexylamino)[1,2,4]triazolo[1,5-a]pyridin-2-yl]-2-pyridin-3-ylacetamide). Isolated yield 41.4%. RXN SMILES: [N:1]1[CH:6]=[CH:5][CH:4]=[C:3]([CH2:7][C:8](Cl)=[O:9])[CH:2]=1.[CH:11]1([NH:17][C:18]2[N:23]3[N:24]=[C:25]([NH2:27])[N:26]=[C:22]3[CH:21]=[CH:20][CH:19]=2)[CH2:16][CH2:15][CH2:14][CH2:13][CH2:12]1.N1C=CC=CC=1.CCOCC>C(Cl)Cl.O>[CH:11]1([NH:17][C:18]2[N:23]3[N:24]=[C:25]([NH:27][C:8](=[O:9])[CH2:7][C:3]4[CH:2]=[N:1][CH:6]=[CH:5][CH:4]=4)[N:26]=[C:22]3[CH:21]=[CH:20][CH:19]=2)[CH2:12][CH2:13][CH2:14][CH2:15][CH2:16]1. Procedure: A mixture of pyridin-3-ylacetyl chloride (120.07 mg; 0.77 mmol; 1.50 eq.) and N5-cyclohexyl[1,2,4]triazolo[1,5-a]pyridine-2,5-diamine ((A9); 119 mg; 0.51 mmol; 1.0 eq.) in DCM (1 mL) in presence of pyridine (1244; 1.54 mmol; 3 eq.) was heated in a sealed tube at 55° C. for 3 h. Et2O and Water were then added to the mixture, the precipitate obtained was filtered, washed with water, Et2O, Acetonitrile and dried under vacuum at 40° C. to give the title compound as an off-white powder (74 mg, 41%). ...